This data is from the Open Reaction Database (ORD), a public repository of structured organic reaction records. The task is: describe an organic reaction: reactants, conditions, products, and yield Reactants: Cl.CCOCC (HCl ether), ClC1=CC2=C(NC3=C2CNCC3)N=C1 (3-Chloro-6,7,8,9-tetrahydro-5H-dipyrido[2,3-b;3′,4′-d]pyrrole), CCN(C(C)C)C(C)C (DIEA), C(C=1C(=CC=CC1)OC)(=O)Cl (o-Anisoyl chloride). The solvent is C1CCOC1 (THF). Reaction conditions: time 1 hour. The product is Cl.ClC1=CC2=C(NC3=C2CN(CC3)C(=O)C3=C(C=CC=C3)OC)N=C1 ((3-Chloro-5,7,8,9-tetrahydro-dipyrido[2,3-b;3′,4′-d]pyrrol-6-yl)-(2-methoxy-phenyl)-methanone.Hydrochloride Salt). Isolated yield 105.7%. RXN SMILES: [Cl:1][C:2]1[CH:14]=[N:13][C:5]2[NH:6][C:7]3[CH2:12][CH2:11][NH:10][CH2:9][C:8]=3[C:4]=2[CH:3]=1.CCN(C(C)C)C(C)C.[C:24](Cl)(=[O:33])[C:25]1[C:26]([O:31][CH3:32])=[CH:27][CH:28]=[CH:29][CH:30]=1.Cl.CCOCC>C1COCC1>[ClH:1].[Cl:1][C:2]1[CH:14]=[N:13][C:5]2[NH:6][C:7]3[CH2:12][CH2:11][N:10]([C:24]([C:25]4[CH:30]=[CH:29][CH:28]=[CH:27][C:26]=4[O:31][CH3:32])=[O:33])[CH2:9][C:8]=3[C:4]=2[CH:3]=1 |f:3.4,6.7|. Procedure details: 3-Chloro-6,7,8,9-tetrahydro-5H-dipyrido[2,3-b;3′,4′-d]pyrrole (50 mg, 0.24 mmol) and DIEA (0.05 mL, 0.29 mmol) were dissolved in THF (2 mL). o-Anisoyl chloride (0.04 mL, 0.29 mmol) was added dropwise, and the reaction solution was stirred at room temperature for 1 h. The crude reaction mixture was concentrated, and converted to the HCl salt by dissolving the crude material in MeOH (2 ml) and adding 1 M HCl/ether (2 equiv). The resulting solution was refrigerated overnight. The resulting precipit... Reactants: BrC1=CC=CC2=CC=CC=C12 (1-bromonaphthalene), O (water), C(\C=C/C(=O)O)(=O)O (maleic acid), C(\C=C/C(=O)O)(=O)O (maleic acid). Solvent: O1CCCC1 (tetrahydrofuran), O1CCCC1 (tetrahydrofuran). Run at temperature 78 celsius, time 5 minute. Product: C1(=CC=CC2=CC=CC=C12)C(C=CC(=O)O)=O (4-(Naphthalen-1-yl)-4-oxo-2-butenoic acid). Yield: 30.0%. As a reaction SMILES: [C:1]([OH:8])(=O)/[CH:2]=[CH:3]\[C:4]([OH:6])=[O:5].Br[C:10]1[C:19]2[C:14](=[CH:15][CH:16]=[CH:17][CH:18]=2)[CH:13]=[CH:12][CH:11]=1.O>O1CCCC1>[C:18]1([C:1](=[O:8])[CH:2]=[CH:3][C:4]([OH:6])=[O:5])[C:19]2[C:14](=[CH:13][CH:12]=[CH:11][CH:10]=2)[CH:15]=[CH:16][CH:17]=1. Procedure details: 5.88 g(60 mmol) of dry maleic acid was dissolved in 100 ml of dry tetrahydrofuran and the mixture was cooled down to 78° C. 4.14 g(20 mmol) of 1-bromonaphthalene was dissolved in 100 ml of dry tetrahydrofuran and 13.8 ml of 1.6N n-butyllithium-hexane solution was added thereto at 78° C. This reaction solution was stirred for 5 minutes and then it was added to the dry maleic acid solution prepared in advance using cannula. The resulting mixture was stirred for 10 minutes, and water was added ther... Reactants: C(=O)([O-])[O-].[K+].[K+] (K2CO3), BrC1=CC=C(C(=O)N)C=C1 (4-Bromobenzamide), COC(C)(N(C)C)OC (N,N-dimethylacetamide dimethylacetal), Cl.NO (Hydroxylamine hydrochloride). The solvent is O1CCOCC1 (dioxane), [OH-].[Na+] (NaOH), CC(=O)O (AcOH), C(Cl)Cl (DCM). Run at time 30 minute. Product: BrC1=CC=C(C=C1)C1=NC(=NO1)C (5-(4-Bromophenyl)-3-methyl-1,2,4-oxadiazole). RXN SMILES: [Br:1][C:2]1[CH:10]=[CH:9][C:5]([C:6]([NH2:8])=[O:7])=[CH:4][CH:3]=1.CO[C:13](OC)([N:15](C)C)[CH3:14].Cl.NO.C([O-])([O-])=O.[K+].[K+]>[OH-].[Na+].C(Cl)Cl.CC(O)=O.O1CCOCC1>[Br:1][C:2]1[CH:10]=[CH:9][C:5]([C:6]2[O:7][N:15]=[C:13]([CH3:14])[N:8]=2)=[CH:4][CH:3]=1 |f:2.3,4.5.6,7.8|. Reported procedure: 4-Bromobenzamide (5.3 g) and N,N-dimethylacetamide dimethylacetal (35 ml) were heated together at 125° C. for 2 h. The reaction was allowed to cool to rt and the liquid evaporated to give a pale yellow solid. Hydroxylamine hydrochloride (2.2 g) in 1 N NaOH solution (36 ml) was added, followed by dioxane (36 ml) then AcOH (48 ml). The reaction mixture was stirred at rt for 30 min then heated at 90° C. for 3 h. The reaction was allowed to cool to rt and saturated aqueous K2CO3 solution (100 ml) wa...